Dataset: the Open Reaction Database (ORD), a public repository of structured organic reaction records. Task: describe an organic reaction: reactants, conditions, products, and yield The product is COc1cc2nccc(Oc3ccc(NCCOc4ccc(C)cc4)cc3C)c2cc1OC. Reactants: B, COc1cc2nccc(Oc3ccc(NC(=O)COc4ccc(C)cc4)cc3C)c2cc1OC, Cl, [Na+], C1CCOC1, C1CCOC1, [OH-]. Reaction SMILES: [BH3:40].[CH3:1][O:2][c:3]1[cH:4][c:5]2[c:6]([O:15][c:16]3[c:17]([CH3:34])[cH:18][c:19]([NH:22][C:23]([CH2:24][O:25][c:26]4[cH:27][cH:28][c:29]([CH3:32])[cH:30][cH:31]4)=[O:33])[cH:20][cH:21]3)[cH:7][cH:8][n:9][c:10]2[cH:11][c:12]1[O:13][CH3:14].[ClH:41].[Na+:43].[O:35]1[CH2:36][CH2:37][CH2:38][CH2:39]1.[O:44]1[CH2:45][CH2:46][CH2:47][CH2:48]1.[OH-:42]>>[CH3:1][O:2][c:3]1[cH:4][c:5]2[c:6]([O:15][c:16]3[c:17]([CH3:34])[cH:18][c:19]([NH:22][CH2:23][CH2:24][O:25][c:26]4[cH:27][cH:28][c:29]([CH3:32])[cH:30][cH:31]4)[cH:20][cH:21]3)[cH:7][cH:8][n:9][c:10]2[cH:11][c:12]1[O:13][CH3:14]. Reactants: FC1(CC1)C(CC(C)(C)C1=C(C=CC(=C1)F)OC)=O (1-(1-fluorocyclopropyl)-3-(5-fluoro-2-methoxyphenyl)-3-methylbutan-1-one), CC1=CC=2C(=CN=CC2)N1 (2-methyl-1H-pyrrolo[2,3-c]pyridine), C(C)(C)(C)O[K] (tert-BuOK), [Li]CCCC (n-BuLi). Run in C1CCOC1 (THF), C(C)(=O)OCC (ethyl acetate), C1CCOC1 (THF). Conditions: time 5 minute. Yields the product FC1(CC1)C(CC1=CC=2C(=CN=CC2)N1)(CC(C)(C)C1=C(C=CC(=C1)F)OC)O (2-(1-Fluorocyclopropyl)-4-(5-fluoro-2-methoxyphenyl)-4-methyl-1-(1H-pyrrolo[2,3-c]pyridin-2-yl)pentan-2-ol). Yield: 41.6%. RXN SMILES: [CH3:1][C:2]1[NH:10][C:5]2=[CH:6][N:7]=[CH:8][CH:9]=[C:4]2[CH:3]=1.[Li]CCCC.C(O[K])(C)(C)C.[F:22][C:23]1([C:26](=[O:40])[CH2:27][C:28]([C:31]2[CH:36]=[C:35]([F:37])[CH:34]=[CH:33][C:32]=2[O:38][CH3:39])([CH3:30])[CH3:29])[CH2:25][CH2:24]1>C1COCC1.C(OCC)(=O)C>[F:22][C:23]1([C:26]([OH:40])([CH2:27][C:28]([C:31]2[CH:36]=[C:35]([F:37])[CH:34]=[CH:33][C:32]=2[O:38][CH3:39])([CH3:30])[CH3:29])[CH2:1][C:2]2[NH:10][C:5]3=[CH:6][N:7]=[CH:8][CH:9]=[C:4]3[CH:3]=2)[CH2:24][CH2:25]1. Procedure details: To a solution of 2-methyl-1H-pyrrolo[2,3-c]pyridine (80.0 mg, 0.605 mmol) in 2 mL of THF cooled to −78° C. was added 0.70 mL of n-BuLi (1.6 M in hexanes). After 5 minutes, tert-BuOK (1 M in THF, 0.75 mL) was added and the mixture was warmed to room temperature for 1 hour. The mixture was cooled to −78° C. and the above 1-(1-fluorocyclopropyl)-3-(5-fluoro-2-methoxyphenyl)-3-methylbutan-1-one (150 mg, 0.600 mmol) was added as a solution in 0.5 mL of THF. The mixture was stirred for 30 minutes at −... Reactants: CC(=O)[O-], CO, Cl, O=N[O-], Nc1ccc(Cl)cc1, [Na+], [Na+], O, O=C1CCCCC1=CO. Yields the product O=C1CCCCC1=NNc1ccc(Cl)cc1. As a reaction SMILES: [CH3:23][C:24](=[O:25])[O-:26].[CH3:29][OH:30].[ClH:27].[N:9]([O-:10])=[O:11].[NH2:1][c:2]1[cH:3][cH:4][c:5]([Cl:6])[cH:7][cH:8]1.[Na+:12].[Na+:22].[OH2:28].[OH:13][CH:14]=[C:15]1[C:16](=[O:21])[CH2:17][CH2:18][CH2:19][CH2:20]1>>[NH:1]([c:2]1[cH:3][cH:4][c:5]([Cl:6])[cH:7][cH:8]1)[N:9]=[C:15]1[C:16](=[O:21])[CH2:17][CH2:18][CH2:19][CH2:20]1. Product: Cn1cc(C=O)c2c(F)cccc21. The reactants are Cn1ccc2c(F)cccc21, [Na+], CN(C)C=O, [OH-], O=P(Cl)(Cl)Cl. Reaction SMILES: [F:6][c:7]1[c:8]2[cH:9][cH:10][n:11]([CH3:16])[c:12]2[cH:13][cH:14][cH:15]1.[Na+:23].[O:17]=[CH:18][N:19]([CH3:20])[CH3:21].[OH-:22].[P:1]([Cl:2])([Cl:3])([Cl:4])=[O:5]>>[F:6][c:7]1[c:8]2[c:9]([CH:18]=[O:17])[cH:10][n:11]([CH3:16])[c:12]2[cH:13][cH:14][cH:15]1.